This data is from the Open Reaction Database (ORD), a public repository of structured organic reaction records. The task is: describe an organic reaction: reactants, conditions, products, and yield The reactants are FC1=C(C(=CC(=C1)\C=C\C)F)F (1,2,3-Trifluoro-5-((E)-propenyl)benzene), CC[C@@H]1CN2CC[C@@H]1C[C@@H]2[C@@H](C3=C4C=C(C=CC4=NC=C3)OC)OC5=NN=C(C6=CC=CC=C65)O[C@@H]([C@H]7C[C@@H]8CCN7C[C@@H]8CC)C9=C1C=C(C=CC1=NC=C9)OC (AD-Mix-α), CS(=O)(=O)N (methanesulfonamide), O (water), S(=O)([O-])[O-].[Na+].[Na+] (sodium sulfite). Run in C(C)(C)(C)O (tert-butanol). Conditions: temperature 5 celsius, time 8 hour. Product: FC=1C=C(C=C(C1F)F)[C@@H]([C@H](C)O)O ((1S,2S)-1-(3,4,5-trifluorophenyl)propane-1,2-diol). As a reaction SMILES: [F:1][C:2]1[CH:7]=[C:6](/[CH:8]=[CH:9]/[CH3:10])[CH:5]=[C:4]([F:11])[C:3]=1[F:12].CC[C@H]1[C@H]2C[C@H]([C@H](OC3C4C(=CC=CC=4)C(O[C@H](C4C=CN=C5C=4C=C(OC)C=C5)[C@@H]4N5C[C@H](CC)[C@@H](CC5)C4)=NN=3)C3C=CN=C4C=3C=C([O:34]C)C=C4)N(CC2)C1.CS(N)(=O)=O.S([O-])([O-])=O.[Na+].[Na+].[OH2:82]>C(O)(C)(C)C>[F:1][C:2]1[CH:7]=[C:6]([C@H:8]([OH:34])[C@@H:9]([OH:82])[CH3:10])[CH:5]=[C:4]([F:11])[C:3]=1[F:12] |f:3.4.5|. Procedure details: 1,2,3-Trifluoro-5-((E)-propenyl)benzene (5.83 g) was added to a solution mixture of tert-butanol (170 mL) and water (170 mL) of AD-Mix-α (47.5 g) and methanesulfonamide (3.22 g) under ice-cooling. This reaction solution was stirred at 5° C. overnight. Then, sodium sulfite (51 g) was added to the reaction solution, and the resulting mixture was stirred at room temperature for 1 hr. The reaction solution was extracted with methylene chloride three times. All the organic layers were combined and wa... Reactants: ClC=1C(=C(C=2N(N1)C=C(N2)C2=CC=C(C=C2)F)C)C (6-chloro-2-(4-fluorophenyl)-7,8-dimethylimidazo[1,2-b]pyridazine), C(C1=CC=CC=C1)N1CC2CNCC2C1 (2-benzyloctahydropyrrolo[3,4-c]pyrrole), Cl (hydrochloric acid). Solvent: C(CCCC)O (pentanol). Conditions: temperature 150 celsius. Product: C(C1=CC=CC=C1)N1CC2C(C1)CN(C2)C=2C(=C(C=1N(N2)C=C(N1)C1=CC=C(C=C1)F)C)C (6-(5-Benzylhexahydropyrrolo[3,4-c]pyrrol-2-yl)-2-(4-fluorophenyl)-7,8-dimethylimidazo[1,2-b]pyridazine). RXN SMILES: Cl[C:2]1[C:3]([CH3:19])=[C:4]([CH3:18])[C:5]2[N:6]([CH:8]=[C:9]([C:11]3[CH:16]=[CH:15][C:14]([F:17])=[CH:13][CH:12]=3)[N:10]=2)[N:7]=1.[CH2:20]([N:27]1[CH2:34][CH:33]2[CH:29]([CH2:30][NH:31][CH2:32]2)[CH2:28]1)[C:21]1[CH:26]=[CH:25][CH:24]=[CH:23][CH:22]=1.Cl>C(O)CCCC>[CH2:20]([N:27]1[CH2:34][CH:33]2[CH2:32][N:31]([C:2]3[C:3]([CH3:19])=[C:4]([CH3:18])[C:5]4[N:6]([CH:8]=[C:9]([C:11]5[CH:16]=[CH:15][C:14]([F:17])=[CH:13][CH:12]=5)[N:10]=4)[N:7]=3)[CH2:30][CH:29]2[CH2:28]1)[C:21]1[CH:22]=[CH:23][CH:24]=[CH:25][CH:26]=1. Reported procedure: A mixture of 3.00 g (10.9 mmol) of 6-chloro-2-(4-fluorophenyl)-7,8-dimethylimidazo[1,2-b]pyridazine and 6.6 g (33 mmol) of 2-benzyloctahydropyrrolo[3,4-c]pyrrole in 20 mL of pentanol is heated at 150° C. for 2 days in a reactor. The medium is then poured into aqueous 1N hydrochloric acid solution. The aqueous phase is washed with ethyl acetate and then basified with sodium hydroxide. Starting materials: O=C(Cl)CBr, O=C([O-])O, CCCCCC, CC1NC(=O)OC1c1ccccc1, [Cl-], [Li]CCCC, [NH4+], [Na+], C1CCOC1. Yields the product CC1C(c2ccccc2)OC(=O)N1C(=O)CBr. Reaction SMILES: [Br:19][CH2:20][C:21](=[O:22])[Cl:23].[C:26](=[O:27])([OH:28])[O-:29].[CH3:31][CH2:32][CH2:33][CH2:34][CH2:35][CH3:36].[CH3:6][CH:7]1[NH:8][C:9](=[O:18])[O:10][CH:11]1[c:12]1[cH:13][cH:14][cH:15][cH:16][cH:17]1.[Cl-:24].[Li:1][CH2:2][CH2:3][CH2:4][CH3:5].[NH4+:25].[Na+:30].[O:37]1[CH2:38][CH2:39][CH2:40][CH2:41]1>>[CH3:6][CH:7]1[N:8]([C:21]([CH2:20][Br:19])=[O:22])[C:9](=[O:18])[O:10][CH:11]1[c:12]1[cH:13][cH:14][cH:15][cH:16][cH:17]1. The reactants are BOC, [NH4+].[OH-] (NH4OH), BrCCCC#N (4-bromobutyronitrile), C(C)(C)(C)OC(NCCCCN)=O ((4-Amino-butyl)-carbamic acid tert-butyl ester), C([O-])([O-])=O.[K+].[K+] (potassium carbonate). The solvent is C(Cl)(Cl)Cl (CHCl3), C(C)#N (acetonitrile), CO (MeOH), C(C)#N (acetonitrile). Reaction conditions: time 10 minute. Yields the product C(C)(C)(C)OC(NCCCCNCCCC#N)=O ([4-(3-Cyano-propylamino)-butyl]-carbamic acid tert-butyl ester). Isolated yield 68.1%. As a reaction SMILES: [C:1]([O:5][C:6](=[O:13])[NH:7][CH2:8][CH2:9][CH2:10][CH2:11][NH2:12])([CH3:4])([CH3:3])[CH3:2].C(=O)([O-])[O-].[K+].[K+].Br[CH2:21][CH2:22][CH2:23][C:24]#[N:25].[NH4+].[OH-]>C(#N)C.C(Cl)(Cl)Cl.CO>[C:1]([O:5][C:6](=[O:13])[NH:7][CH2:8][CH2:9][CH2:10][CH2:11][NH:12][CH2:21][CH2:22][CH2:23][C:24]#[N:25])([CH3:4])([CH3:2])[CH3:3] |f:1.2.3,5.6|. Procedure: To a solution of the BOC protected diamine 9 (2.10 g, 0.01 mol) in anhydrous acetonitrile (50 mL) was added potassium carbonate (5.14 g) and the suspension was stirred at RT for 10 minutes. A solution of 4-bromobutyronitrile (1.65 g, 0.01 mol) in acetonitrile (25 mL) was added and the resulting mixture stirred at 50° C. for 24 hours. TLC (1:10:89 NH4OH:MeOH:CHCl3) showed that the reaction was 95% complete. The mixture was filtered to remove most of the inorganic salts and the acetonitrile was re...